Dataset: the Open Reaction Database (ORD), a public repository of structured organic reaction records. Task: describe an organic reaction: reactants, conditions, products, and yield Reactants: [Na] (sodium), O (water), OC1=C(NC(CCCCCCCCCCCCCCC)=O)C=C(C=C1)[N+](=O)[O-] (2'-hydroxy-5'-nitrohexadecananilide), BrCCP(=O)(Cl)Cl (β-bromoethylphosphoryl dichloride). Solvent: C1=CC=CC=C1 (benzene). Conditions: temperature 10 celsius, time 72 hour. The product is BrCCP(=O)=C1C(NC(CCCCCCCCCCCCCCC)=O)C=C(C=C1)[N+](=O)[O-] (2'-(β-bromoethylphosphoryl)-5'-nitrohexadecananilide). Isolated yield 38.0%. Reaction SMILES: [Na].O[C:3]1[CH:26]=[CH:25][C:24]([N+:27]([O-:29])=[O:28])=[CH:23][C:4]=1[NH:5][C:6](=[O:22])[CH2:7][CH2:8][CH2:9][CH2:10][CH2:11][CH2:12][CH2:13][CH2:14][CH2:15][CH2:16][CH2:17][CH2:18][CH2:19][CH2:20][CH3:21].[Br:30][CH2:31][CH2:32][P:33](Cl)(Cl)=[O:34].O>C1C=CC=CC=1>[Br:30][CH2:31][CH2:32][P:33](=[C:3]1[CH:26]=[CH:25][C:24]([N+:27]([O-:29])=[O:28])=[CH:23][CH:4]1[NH:5][C:6](=[O:22])[CH2:7][CH2:8][CH2:9][CH2:10][CH2:11][CH2:12][CH2:13][CH2:14][CH2:15][CH2:16][CH2:17][CH2:18][CH2:19][CH2:20][CH3:21])=[O:34] |^1:0|. Procedure details: In 400 ml of benzene was suspended 4.15 g (10 mmol) of the sodium salt of 2'-hydroxy-5'-nitrohexadecananilide. The suspension was stirred and heated to boiling. Benzene, 100 ml was collected through a concentrator condenser. The condenser was then replaced with a reflux condenser on which a drying tube was mounted. The temperature of the mixture was lowered to 25° C and 4.84 g (20 mmol; 2.64 ml) of β-bromoethylphosphoryl dichloride was added. The slightly yellow solution was stirred for 1 hour a... Starting materials: COc1ccc2c(c1)C(=O)c1cc(NC(C)=O)ccc1CO2, CO, Cl. Product: COc1ccc2c(c1)C(=O)c1cc(N)ccc1CO2. RXN SMILES: [C:2](=[O:3])([CH3:4])[NH:5][c:6]1[cH:7][cH:8][c:9]2[c:10]([cH:23]1)[C:11](=[O:22])[c:12]1[c:13]([cH:16][cH:17][c:18]([O:20][CH3:21])[cH:19]1)[O:14][CH2:15]2.[CH3:24][OH:25].[ClH:1]>>[NH2:5][c:6]1[cH:7][cH:8][c:9]2[c:10]([cH:23]1)[C:11](=[O:22])[c:12]1[c:13]([cH:16][cH:17][c:18]([O:20][CH3:21])[cH:19]1)[O:14][CH2:15]2. Starting materials: C(C)(=O)OC1C=CC2=CC=CC=C12 (racemic 1-acetoxyindene), CC(=O)C (acetone). Solvent: P(=O)([O-])([O-])[O-] (phosphate). Run at temperature 37 celsius, time 48 hour. The product is C(C)(=O)O[C@H]1C=CC2=CC=CC=C12 ((S)-1-acetoxyindene), [C@H]1(C=CC2=CC=CC=C12)O ((R)-inden-1-ol). Yield: 46.1%. Reaction SMILES: [C:1]([O:4][CH:5]1[C:13]2[C:8](=[CH:9][CH:10]=[CH:11][CH:12]=2)[CH:7]=[CH:6]1)(=[O:3])[CH3:2].CC(C)=O>P([O-])([O-])([O-])=O>[C:1]([O:4][C@@H:5]1[C:13]2[C:8](=[CH:9][CH:10]=[CH:11][CH:12]=2)[CH:7]=[CH:6]1)(=[O:3])[CH3:2].[C@H:5]1([OH:4])[C:13]2[C:8](=[CH:9][CH:10]=[CH:11][CH:12]=2)[CH:7]=[CH:6]1. Procedure: 1.0 g (5.75 mmol) of racemic 1-acetoxyindene and 57.5 mg of lipase PS (made by Amano Seiyaku Sha, derived from Pseudomonas bacterium) were suspended in 58 ml of phosphate buffer (0.1M)-acetone mixed solution (9:1 V/V) and stirred at 37° C. for 48 hours. The reaction solution was filtered on Celite to remove lipase. The liltrate was extracted with diethyl ether and the extracted solution was dried on magnesium sulfate. The solvent was removed under a reduced pressure and the residue was subjected... Reactants: C[N+](C)(C)Cc1ccccc1, Cc1ccccc1, ClCC1CO1, [Cl-], [Na+], [OH-], O, Oc1ccccc1. Yields the product c1ccc(OCC2CO2)cc1. As a reaction SMILES: [CH2:23]([N+:24]([CH3:25])([CH3:26])[CH3:27])[c:28]1[cH:29][cH:30][cH:31][cH:32][cH:33]1.[CH3:6][c:7]1[cH:8][cH:9][cH:10][cH:11][cH:12]1.[CH:1]1([CH2:2][Cl:3])[CH2:4][O:5]1.[Cl-:22].[Na+:21].[OH-:20].[OH2:34].[OH:13][c:14]1[cH:15][cH:16][cH:17][cH:18][cH:19]1>>[CH:1]1([CH2:2][O:13][c:14]2[cH:15][cH:16][cH:17][cH:18][cH:19]2)[CH2:4][O:5]1. Reactants: CCCCCCC=C(C(=O)O)c1ccc2c(c1)C(C)(C)CCC2(C)C, Cc1ccccc1, CN(C)C=O, O=S(Cl)Cl. Yields the product CCCCCCC=C(C(=O)Cl)c1ccc2c(c1)C(C)(C)CCC2(C)C. As a reaction SMILES: [CH3:1][C:2]1([CH3:25])[c:3]2[cH:4][cH:5][c:6]([C:14]([C:15](=[O:16])[OH:17])=[CH:18][CH2:19][CH2:20][CH2:21][CH2:22][CH2:23][CH3:24])[cH:7][c:8]2[C:9]([CH3:12])([CH3:13])[CH2:10][CH2:11]1.[CH3:26][c:27]1[cH:28][cH:29][cH:30][cH:31][cH:32]1.[O:37]=[CH:38][N:39]([CH3:40])[CH3:41].[S:33]([Cl:34])([Cl:35])=[O:36]>>[CH3:1][C:2]1([CH3:25])[c:3]2[cH:4][cH:5][c:6]([C:14]([C:15](=[O:16])[Cl:35])=[CH:18][CH2:19][CH2:20][CH2:21][CH2:22][CH2:23][CH3:24])[cH:7][c:8]2[C:9]([CH3:12])([CH3:13])[CH2:10][CH2:11]1. Reactants: O=C(O)C1SCCN1C(=O)Nc1cc(Cl)cc(Cl)c1, Cl. Product: O=C1C2SCCN2C(=O)N1c1cc(Cl)cc(Cl)c1. As a reaction SMILES: [Cl:1][c:2]1[cH:3][c:4]([NH:9][C:10](=[O:11])[N:12]2[CH:13]([C:17](=[O:18])[OH:19])[S:14][CH2:15][CH2:16]2)[cH:5][c:6]([Cl:8])[cH:7]1.[ClH:20]>>[Cl:1][c:2]1[cH:3][c:4]([N:9]2[C:10](=[O:11])[N:12]3[CH:13]([S:14][CH2:15][CH2:16]3)[C:17]2=[O:19])[cH:5][c:6]([Cl:8])[cH:7]1.